Dataset: the Open Reaction Database (ORD), a public repository of structured organic reaction records. Task: describe an organic reaction: reactants, conditions, products, and yield Starting materials: ClC1=C(C(=O)N[C@@H](CNC(=O)C=2SC=CC2)C(=O)O)C=CC(=C1)C(CCC1=CC(=CC=C1)O)O (N-[2-chloro-4-[1-hydroxy-3-(3-hydroxyp henyl)propyl]benzoyl]-3-(thiophene-2-carbonyl)amino-L-alanine), ClC1=C(C(=O)N[C@@H](CNC(=O)C=2SC=CC2)C(=O)O)C=CC(=C1)C(CCC1=CC=CC=C1)=O (N-[2-chloro-4-(1-oxo-3-phenylpropyl)benzoyl]-3-(thiophene-2-carbonyl)amino-L-alanine). Yields the product ClC1=C(C(=O)N[C@@H](CNC(=O)C=2SC=CC2)C(=O)O)C=CC(=C1)C(CCC1=CC(=CC=C1)O)=O (N-[2-chloro-4-[1-oxo-3-(3-hydroxyphenyl)propyl]benzoyl]-3-(thiophene-2-carbonyl)amino-L-alanine). RXN SMILES: [Cl:1][C:2]1[CH:23]=[C:22]([CH:24]([OH:34])[CH2:25][CH2:26][C:27]2[CH:32]=[CH:31][CH:30]=[C:29]([OH:33])[CH:28]=2)[CH:21]=[CH:20][C:3]=1[C:4]([NH:6][C@H:7]([C:17]([OH:19])=[O:18])[CH2:8][NH:9][C:10]([C:12]1[S:13][CH:14]=[CH:15][CH:16]=1)=[O:11])=[O:5].ClC1C=C(C(=O)CCC2C=CC=CC=2)C=CC=1C(N[C@H](C(O)=O)CNC(C1SC=CC=1)=O)=O>>[Cl:1][C:2]1[CH:23]=[C:22]([C:24](=[O:34])[CH2:25][CH2:26][C:27]2[CH:32]=[CH:31][CH:30]=[C:29]([OH:33])[CH:28]=2)[CH:21]=[CH:20][C:3]=1[C:4]([NH:6][C@H:7]([C:17]([OH:19])=[O:18])[CH2:8][NH:9][C:10]([C:12]1[S:13][CH:14]=[CH:15][CH:16]=1)=[O:11])=[O:5]. Procedure: N-[2-chloro-4-[1-hydroxy-3-(3-hydroxyp henyl)propyl]benzoyl]-3-(thiophene-2-carbonyl)amino-L-alanine; N-[2-chloro-4-(1-oxo-3-phenylpropyl)benzoyl]-3-(thiophene-2-carbonyl)amino-L-alanine). Starting materials: CC(C)(C)OC(=O)NC1CCCCN(C=O)C1=O, O=C(OC(Cl)(Cl)Cl)OC(Cl)(Cl)Cl, Nc1cc(N2CCNCC2)c2ccc(Cl)cc2n1, O=C(O)C(F)(F)F, [Na+], O=C([O-])O. The product is Nc1cc(N2CCN(C(=O)NC3CCCCN(C=O)C3=O)CC2)c2ccc(Cl)cc2n1. RXN SMILES: [CH3:1][C:2]([O:3][C:6]([NH:7][CH:8]1[C:9](=[O:17])[N:10]([CH:15]=[O:16])[CH2:11][CH2:12][CH2:13][CH2:14]1)=[O:18])([CH3:4])[CH3:5].[Cl:26][C:27]([Cl:28])([O:29][C:30](=[O:31])[O:32][C:33]([Cl:34])([Cl:35])[Cl:36])[Cl:37].[Cl:43][c:44]1[cH:45][cH:46][c:47]2[c:48]([N:55]3[CH2:56][CH2:57][NH:58][CH2:59][CH2:60]3)[cH:49][c:50]([NH2:54])[n:51][c:52]2[cH:53]1.[F:19][C:20]([F:21])([F:22])[C:23]([OH:24])=[O:25].[Na+:42].[O-:38][C:39]([OH:40])=[O:41]>>[C:6]([NH:7][CH:8]1[C:9](=[O:17])[N:10]([CH:15]=[O:16])[CH2:11][CH2:12][CH2:13][CH2:14]1)(=[O:18])[N:58]1[CH2:57][CH2:56][N:55]([c:48]2[c:47]3[cH:46][cH:45][c:44]([Cl:43])[cH:53][c:52]3[n:51][c:50]([NH2:54])[cH:49]2)[CH2:60][CH2:59]1.